Dataset: the Open Reaction Database (ORD), a public repository of structured organic reaction records. Task: describe an organic reaction: reactants, conditions, products, and yield Reactants: [OH-].[Na+] (sodium hydroxide), ClC1=C(C(=CC=C1)Cl)CCC1=NOC(=C1COC1=CC=C(C=C1)C=1C=C2C=CC=C(C2=CC1)C(=O)OCC)C(C)C (ethyl 6-[4-({[3-[2-(2,6-dichlorophenyl)ethyl]-5-(1-methylethyl)-4-isoxazolyl]methyl}oxy)phenyl]-1-naphthalenecarboxylate), [OH-].[Na+] (sodium hydroxide), C(C)O (Ethanol). Solvent: O1CCCC1 (tetrahydrofuran). Run at temperature 100 celsius. Yields the product ClC1=C(C(=CC=C1)Cl)CCC1=NOC(=C1COC1=CC=C(C=C1)C=1C=C2C=CC=C(C2=CC1)C(=O)O)C(C)C (6-[4-({[3-[2-(2,6-dichlorophenyl)ethyl]-5-(1-methylethyl)-4-isoxazolyl]methyl}oxy)phenyl]-1-naphthalenecarboxylic acid). The yield is 84.0%. Reaction SMILES: [Cl:1][C:2]1[CH:7]=[CH:6][CH:5]=[C:4]([Cl:8])[C:3]=1[CH2:9][CH2:10][C:11]1[C:15]([CH2:16][O:17][C:18]2[CH:23]=[CH:22][C:21]([C:24]3[CH:25]=[C:26]4[C:31](=[CH:32][CH:33]=3)[C:30]([C:34]([O:36]CC)=[O:35])=[CH:29][CH:28]=[CH:27]4)=[CH:20][CH:19]=2)=[C:14]([CH:39]([CH3:41])[CH3:40])[O:13][N:12]=1.C(O)C.[OH-].[Na+]>O1CCCC1>[Cl:1][C:2]1[CH:7]=[CH:6][CH:5]=[C:4]([Cl:8])[C:3]=1[CH2:9][CH2:10][C:11]1[C:15]([CH2:16][O:17][C:18]2[CH:19]=[CH:20][C:21]([C:24]3[CH:25]=[C:26]4[C:31](=[CH:32][CH:33]=3)[C:30]([C:34]([OH:36])=[O:35])=[CH:29][CH:28]=[CH:27]4)=[CH:22][CH:23]=2)=[C:14]([CH:39]([CH3:41])[CH3:40])[O:13][N:12]=1 |f:2.3|. Reported procedure: A solution of ethyl 6-[4-({[3-[2-(2,6-dichlorophenyl)ethyl]-5-(1-methylethyl)-4-isoxazolyl]methyl}oxy)phenyl]-1-naphthalenecarboxylate (0.110 g, 0.187 mmol) in tetrahydrofuran (2 mL) was placed in a microwave reaction tube. Ethanol (1 mL) was added followed by 1 N sodium hydroxide (0.36 mL, 0.36 mmol). The tube was sealed and heated in a microwave reactor to 100° C. for 500 seconds. Additional sodium hydroxide solution (0.2 mL, 0.2 mmol) was added and the solution was heated in a microwave react... The reactants are [Na] (sodium), FC(S(=O)(=O)NC1=NC(=NC(=C1F)F)F)(F)F (perfluoro-[N-(4-pyrimidinyl)methanesulphonamide]), FF (fluorine), halogen. Run in C(C)#N (acetonitrile). Reaction conditions: time 3 hour. Yields the product FC(S(=O)(=O)N(C1=NC(=NC(=C1F)F)F)F)(F)F (perfluoro-[N-fluoro-N-(4-pyrimidinyl)methanesulphonamide]). RXN SMILES: [Na].[F:2][C:3]([F:18])([F:17])[S:4]([NH:7][C:8]1[C:13]([F:14])=[C:12]([F:15])[N:11]=[C:10]([F:16])[N:9]=1)(=[O:6])=[O:5].[F:19]F>C(#N)C>[F:18][C:3]([F:17])([F:2])[S:4]([N:7]([F:19])[C:8]1[C:13]([F:14])=[C:12]([F:15])[N:11]=[C:10]([F:16])[N:9]=1)(=[O:6])=[O:5] |^1:0|. Procedure: A cold (-35° C.), efficiently stirred solution of the sodium salt of perfluoro-[N-(4-pyrimidinyl)methanesulphonamide] (1.22 g) in dry acetonitrile (200 cm3) was treated with neat fluorine at 10-15 mmHg (1.3 to 2.0 kPa) pressure until uptake of the halogen appeared to cease (this took nearly 3 hours). The product solution was filtered (to remove sodium fluoride) and the filtrate evaporated, leaving a colourless oily sample (about 1 g) of perfluoro-[N-fluoro-N-(4-pyrimidinyl)methanesulphonamide], ... Starting materials: C1OC2=CC(=C(C(=O)C3=CC4=C(C=C3)OCO4)C=C2O1)NC(C(F)(F)F)=O (4,5-methylenedioxy-2-trifluoroacetamido-(3′,4′-methylenedioxy)benzophenone), C([O-])([O-])=O.[K+].[K+] (potassium carbonate). The solvent is CO (methanol). Conditions: time 5 hour. Product: NC1=C(C(=O)C2=CC3=C(C=C2)OCO3)C=C3C(=C1)OCO3 (2-Amino-4,5-methylenedioxy-(3′,4′-methylenedioxy)benzophenone). Isolated yield 74.8%. As a reaction SMILES: [CH2:1]1[O:20][C:19]2[C:3](=[CH:4][C:5]([NH:21]C(=O)C(F)(F)F)=[C:6]([CH:18]=2)[C:7]([C:9]2[CH:14]=[CH:13][C:12]3[O:15][CH2:16][O:17][C:11]=3[CH:10]=2)=[O:8])[O:2]1.C(=O)([O-])[O-].[K+].[K+]>CO>[NH2:21][C:5]1[CH:4]=[C:3]2[O:2][CH2:1][O:20][C:19]2=[CH:18][C:6]=1[C:7]([C:9]1[CH:14]=[CH:13][C:12]2[O:15][CH2:16][O:17][C:11]=2[CH:10]=1)=[O:8] |f:1.2.3|. Procedure: A solution of 4,5-methylenedioxy-2-trifluoroacetamido-(3′,4′-methylenedioxy)benzophenone (5 g, 13.12 mmol) in methanol at 50° C. was treated with a solution of potassium carbonate (3.63 g, in 30 mL water) and stirred for 5 h. The reaction mixture was cooled in an ice bath for 20 min. The resulting solid was filtered and then dissolved in ethyl acetate, dried over anhydrous MgSO4, and concentrated to give a crude yellow product (2.8 g). RXN SMILES: [Br:1][c:2]1[cH:3][c:4](-[c:8]2[n:9][n:10]3[c:11]([cH:12][cH:13][cH:14][c:15]3[NH:16][CH:17]3[CH2:18][CH2:19][CH2:20][CH2:21]3)[c:22]2-[c:23]2[n:24][c:25]([NH:29][CH:30]3[CH2:31][CH2:32][CH2:33][CH2:34]3)[n:26][cH:27][cH:28]2)[cH:5][cH:6][cH:7]1.[s:35]1[c:36]([B:40]([OH:41])[OH:42])[cH:37][cH:38][cH:39]1>>[c:2]1(-[c:36]2[s:35][cH:39][cH:38][cH:37]2)[cH:3][c:4](-[c:8]2[n:9][n:10]3[c:11]([cH:12][cH:13][cH:14][c:15]3[NH:16][CH:17]3[CH2:18][CH2:19][CH2:20][CH2:21]3)[c:22]2-[c:23]2[n:24][c:25]([NH:29][CH:30]3[CH2:31][CH2:32][CH2:33][CH2:34]3)[n:26][cH:27][cH:28]2)[cH:5][cH:6][cH:7]1. Starting materials: Brc1cccc(-c2nn3c(NC4CCCC4)cccc3c2-c2ccnc(NC3CCCC3)n2)c1, OB(O)c1cccs1. Product: c1cc(-c2cccs2)cc(-c2nn3c(NC4CCCC4)cccc3c2-c2ccnc(NC3CCCC3)n2)c1. Reactants: Cl (hydrochloric acid), COC1=CC=C(C=C1)[Mg]Br (4-methoxyphenylmagnesium bromide), FC(C(=O)OC)(F)F (methyl trifluoroacetate). Run in C1CCOC1 (THF), CCOCC (ether). Reaction conditions: time 2 hour. Product: COC1=CC=C(C=C1)C(C(F)(F)F)=O (4′-methoxy-2,2,2-trifluoroacetophenone). Reaction SMILES: [CH3:1][O:2][C:3]1[CH:8]=[CH:7][C:6]([Mg]Br)=[CH:5][CH:4]=1.[F:11][C:12]([F:18])([F:17])[C:13](OC)=[O:14].Cl>C1COCC1.CCOCC>[CH3:1][O:2][C:3]1[CH:8]=[CH:7][C:6]([C:13](=[O:14])[C:12]([F:18])([F:17])[F:11])=[CH:5][CH:4]=1. Procedure: At −60° C., a solution of 10.5 g of 4-methoxyphenylmagnesium bromide in 50 ml of THF was added dropwise over a period of 1 hour to a solution of 7.2 g of methyl trifluoroacetate in 50 ml of ether. Stirring was then continued at −20° C. for 2 hours and at 0° C. for a further hour. The reaction solution was mixed with 25 ml of 2N hydrochloric acid and extracted with ethyl acetate. The extract was dried and concentrated. The residue was distilled under reduced pressure (b.p. 41° C., 4.5×10−1 torr),... Isolated yield 62.2%. Yields the product FC=1C=CC(=C(C#N)C1)C1=NC=CC=C1F (5-fluoro-2-(3-fluoropyridin-2-yl)benzonitrile). Reagents/catalysts: C=1C=CC(=CC1)/C=C/C(=O)/C=C/C2=CC=CC=C2.C=1C=CC(=CC1)/C=C/C(=O)/C=C/C2=CC=CC=C2.C=1C=CC(=CC1)/C=C/C(=O)/C=C/C2=CC=CC=C2.[Pd].[Pd] (tris(dibenzylideneacetone)dipalladium(0)). Reaction conditions: temperature 70 celsius. Reactants: FC=1C=CC(=C(C#N)C1)B1OC(C(O1)(C)C)(C)C (5-fluoro-2-(4,4,5,5-tetramethyl-[1,3,2]dioxaborolan-2-yl)benzonitrile), ClC1=NC=CC=C1F (2-chloro-3-fluoropyridine), [F-].[K+] (potassium fluoride), C(C)(C)(C)P(C(C)(C)C)C(C)(C)C (tri(tert-butyl)phosphine). Run in C1CCOC1 (THF), O (water). As a reaction SMILES: [F:1][C:2]1[CH:3]=[CH:4][C:5](B2OC(C)(C)C(C)(C)O2)=[C:6]([CH:9]=1)[C:7]#[N:8].Cl[C:20]1[C:25]([F:26])=[CH:24][CH:23]=[CH:22][N:21]=1.[F-].[K+].C(P(C(C)(C)C)C(C)(C)C)(C)(C)C>C1COCC1.O.C1C=CC(/C=C/C(/C=C/C2C=CC=CC=2)=O)=CC=1.C1C=CC(/C=C/C(/C=C/C2C=CC=CC=2)=O)=CC=1.C1C=CC(/C=C/C(/C=C/C2C=CC=CC=2)=O)=CC=1.[Pd].[Pd]>[F:1][C:2]1[CH:3]=[CH:4][C:5]([C:20]2[C:25]([F:26])=[CH:24][CH:23]=[CH:22][N:21]=2)=[C:6]([CH:9]=1)[C:7]#[N:8] |f:2.3,7.8.9.10.11|. Procedure details: To a degassed solution of 5-fluoro-2-(4,4,5,5-tetramethyl-[1,3,2]dioxaborolan-2-yl)benzonitrile (5.55 g, 22.46 mmol), 2-chloro-3-fluoropyridine (2.95 g, 22.46 mmol), potassium fluoride (4.3 g, 74.14 mmol) and tris(dibenzylideneacetone)dipalladium(0) (0.824 g, 0.89 mmol) in THF (80 ml) and water (8 ml) was added tri(tert-butyl)phosphine (0.51M solution in hexane; 3.52 ml, 1.79 mmol). The reaction was heated at 70° C. for 48 h, then allowed to cool to ambient temperature. The reaction mixture was ... Reactants: BrBr (dibromine), C([O-])([O-])=O.[K+].[K+] (potassium carbonate), CN1N=C(C=C1COC1=CC=C(N)C=C1)C (4-[(1,3-dimethyl-1H-pyrazol-5-yl)methoxy]aniline), [S-]C#N.[K+] (potassium thiocyanate). Run in C(C)(=O)O (acetic acid), O (water), C(C)(=O)O (acetic acid). Product: CN1N=C(C=C1COC1=CC2=C(N=C(S2)N)C=C1)C (6-[(1,3-dimethyl-1H-pyrazol-5-yl)methoxy]-1,3-benzothiazol-2-amine). Yield: 80.6%. Reaction SMILES: BrBr.[CH3:3][N:4]1[C:8]([CH2:9][O:10][C:11]2[CH:17]=[CH:16][C:14]([NH2:15])=[CH:13][CH:12]=2)=[CH:7][C:6]([CH3:18])=[N:5]1.[S-:19][C:20]#[N:21].[K+].C(=O)([O-])[O-].[K+].[K+]>C(O)(=O)C.O>[CH3:3][N:4]1[C:8]([CH2:9][O:10][C:11]2[CH:17]=[CH:16][C:14]3[N:15]=[C:20]([NH2:21])[S:19][C:13]=3[CH:12]=2)=[CH:7][C:6]([CH3:18])=[N:5]1 |f:2.3,4.5.6|. Procedure: add, dropwise, a solution of 0.103 cm3 of dibromine in 3 cm3 of glacial acetic acid at around 20° C. to a solution of 0.44 g of 4-[(1,3-dimethyl-1H-pyrazol-5-yl)methoxy]aniline and 0.787 g of potassium thiocyanate in 6 cm3 of glacial acetic acid. After stirring for about twenty hours, the reaction mixture is poured into 50 cm3 of water. The pH of the solution obtained is adjusted to 8-9 by adding solid potassium carbonate. A gum forms. After stirring for about an hour, the beige solid that forme...